Task: describe an organic reaction: reactants, conditions, products, and yield. Dataset: the Open Reaction Database (ORD), a public repository of structured organic reaction records The reactants are C1(=CC=CC=C1)[C@H](C)NC1=NC(=CC(=N1)N1C=NC2=C1C=CC=C2)N=[N+]=[N-] (2-[(S)-1-phenylethylamino]-4-[benzimidazol-1-yl]-6-azidopyrimidine). Reagents/catalysts: [Pd] (palladium on carbon). The solvent is C(C)O (ethanol). Run at time 2 hour. The product is C1(=CC=CC=C1)[C@H](C)NC1=NC(=CC(=N1)N1C=NC2=C1C=CC=C2)N (2-[(S)-1-phenylethylamino]-4-[benzimidazol-1-yl]-6-aminopyrimidine). Isolated yield 62.6%. Reaction SMILES: [C:1]1([C@@H:7]([NH:9][C:10]2[N:15]=[C:14]([N:16]3[C:20]4[CH:21]=[CH:22][CH:23]=[CH:24][C:19]=4[N:18]=[CH:17]3)[CH:13]=[C:12]([N:25]=[N+]=[N-])[N:11]=2)[CH3:8])[CH:6]=[CH:5][CH:4]=[CH:3][CH:2]=1>C(O)C.[Pd]>[C:1]1([C@@H:7]([NH:9][C:10]2[N:15]=[C:14]([N:16]3[C:20]4[CH:21]=[CH:22][CH:23]=[CH:24][C:19]=4[N:18]=[CH:17]3)[CH:13]=[C:12]([NH2:25])[N:11]=2)[CH3:8])[CH:2]=[CH:3][CH:4]=[CH:5][CH:6]=1. Reported procedure: To a suspension of of 2-[(S)-1-phenylethylamino]-4-[benzimidazol-1-yl]-6-azidopyrimidine (11 mg, 0.03 mmol) in ethanol (1 mL) was added 10% palladium on carbon (11 mg), then the mixture was charged with H2 via balloon. The reaction mixture was stirred for 2 h, then filtered over packed Celite and rinsed thoroughly with EtOAc. The solvent was concentrated under reduced pressure, and the crude material was purified by preparative thin layer chromatography eluting with 3% MeOH/CH2Cl2 to afford 6.2 ... The reactants are C([O-])([O-])=O.[K+].[K+] (potassium carbonate), IC (iodomethane), O[C@H]1[C@@H]([C@H]([C@H](C1)O)C\C=C/CCCC(=O)O)\C=C\[C@H](CCC1=CC=CC=C1)O ((5Z)-7-((1R,2R,3R,5S)-3,5-dihydroxy-2-((S,E)-3-hydroxy-5-phenylpent-1-enyl)cyclopentyl)hept-5-enoic acid). The solvent is CN(C=O)C (N,N-dimethylformamide). Run at temperature 40 celsius, time 2 hour. The product is O[C@H]1[C@@H]([C@H]([C@H](C1)O)C\C=C/CCCC(=O)OC)\C=C\[C@H](CCC1=CC=CC=C1)O ((5Z)-methyl 7-((1R,2R,3R,5S)-3,5-dihydroxy-2-((S,E)-3-hydroxy-5-phenylpent-1-enyl)cyclopentyl)hept-5-enoate). RXN SMILES: [OH:1][C@@H:2]1[CH2:6][C@H:5]([OH:7])[C@H:4]([CH2:8]/[CH:9]=[CH:10]\[CH2:11][CH2:12][CH2:13][C:14]([OH:16])=[O:15])[C@H:3]1/[CH:17]=[CH:18]/[C@@H:19]([OH:28])[CH2:20][CH2:21][C:22]1[CH:27]=[CH:26][CH:25]=[CH:24][CH:23]=1.[C:29](=O)([O-])[O-].[K+].[K+].IC>CN(C)C=O>[OH:1][C@@H:2]1[CH2:6][C@H:5]([OH:7])[C@H:4]([CH2:8]/[CH:9]=[CH:10]\[CH2:11][CH2:12][CH2:13][C:14]([O:16][CH3:29])=[O:15])[C@H:3]1/[CH:17]=[CH:18]/[C@@H:19]([OH:28])[CH2:20][CH2:21][C:22]1[CH:23]=[CH:24][CH:25]=[CH:26][CH:27]=1 |f:1.2.3|. Reported procedure: A solution of (5Z)-7-((1R,2R,3R,5S)-3,5-dihydroxy-2-((S,E)-3-hydroxy-5-phenylpent-1-enyl)cyclopentyl)hept-5-enoic acid (2 g from Example 53) was dissolved in 20 ml N,N-dimethylformamide in 50 mL round-bottom flask, followed by addition of potassium carbonate (2.2 g, 16.2 mmol) and iodomethane (1.1 g, 8.1 mmol). The reaction mixture was heated to 40° C. and stirred for 2 hours. The mixture was cooled to room temperature and the solid was filtered off. The filtrate was subsequently diluted and ext...